describe an organic reaction: reactants, conditions, products, and yield From a dataset of the Open Reaction Database (ORD), a public repository of structured organic reaction records. Reactants: CC1(CCS(C2=C(C=C(C(=C12)C)C(=O)O)Cl)(=O)=O)C (4,4,5-trimethyl-8-chlorothiochroman-6-carboxylic acid-1,1-dioxide), C(C)O (ethanol). Reagents/catalysts: [Zn] (zinc). The solvent is O (water), O (water). Product: CC1(CCS(C2=CC=C(C(=C12)C)C(=O)O)(=O)=O)C (4,4,5-trimethylthiochroman-6-carboxylic acid-1,1-dioxide). Isolated yield 77.1%. RXN SMILES: [CH3:1][C:2]1([CH3:19])[C:11]2[C:6](=[C:7](Cl)[CH:8]=[C:9]([C:13]([OH:15])=[O:14])[C:10]=2[CH3:12])[S:5](=[O:18])(=[O:17])[CH2:4][CH2:3]1.C(O)C>[Zn].O>[CH3:1][C:2]1([CH3:19])[C:11]2[C:6](=[CH:7][CH:8]=[C:9]([C:13]([OH:15])=[O:14])[C:10]=2[CH3:12])[S:5](=[O:18])(=[O:17])[CH2:4][CH2:3]1. Procedure: 0.88 Gram (2.90 mmol) of 4,4,5-trimethyl-8-chlorothiochroman-6-carboxylic acid-1,1-dioxide was dissolved in-ethanol having a water content of 60%, 0.55 g (8.70 mmol) of a zinc powder was added, and the mixture was refluxed under heat for 5 hours. After the completion of the reaction, 5 ml of water was added, the zinc powder was removed by filtration, and the remainder was extracted with ethyl acetate. The extract was washed with a saturated sodium chloride aqueous solution and dried over anhydro... Starting materials: C(CC1=CC=CC=C1)N (phenethylamine), C[O-].[Na+] (sodium methoxide), COC=1C=C(C=CC1)CCN (2-(3-methoxy-phenyl)-ethylamine), N1CCOCC1 (morpholin). Yields the product N1(CCOCC1)CC1NCCC2=CC=CC=C12 (1-Morpholin-4-ylmethyl-1,2,3,4-tetrahydro-isoquinoline). RXN SMILES: [CH2:1]([NH2:9])[CH2:2][C:3]1[CH:8]=[CH:7][CH:6]=[CH:5][CH:4]=1.COC1C=C([CH2:18][CH2:19][NH2:20])C=CC=1.N1[CH2:26][CH2:25][O:24][CH2:23][CH2:22]1.C[O-].[Na+]>>[N:9]1([CH2:1][CH:2]2[C:3]3[C:8](=[CH:7][CH:6]=[CH:5][CH:4]=3)[CH2:18][CH2:19][NH:20]2)[CH2:22][CH2:23][O:24][CH2:25][CH2:26]1 |f:3.4|. Reported procedure: 1-Morpholin-4-ylmethyl-1,2,3,4-tetrahydro-isoquinoline was synthesized by a similar fashion as shown in Example 3-76a, except that in Step 1, phenethylamine was used to replace 2-(3-methoxy-phenyl)-ethylamine, and that in the first part of Step 3, morpholin was used to replace sodium methoxide as the nucleophile. The crude product was used directly in the next coupling step without further purification.